Dataset: the Open Reaction Database (ORD), a public repository of structured organic reaction records. Task: describe an organic reaction: reactants, conditions, products, and yield The reactants are C(C)OP(OCC)(=O)CO (hydroxymethylphosphonic acid diethylester), ClCC(=C)CCl (1-chloro-2-chloromethyl-2-propene), [I+].C(CCC)[N+](CCCC)(CCCC)CCCC (tetrabutylammonium iodine), [Cl-].[NH4+] (ammonium chloride). Run in O1CCCC1 (tetrahydrofuran), [H-].[Na+] (sodium hydride). Run at temperature 20 celsius, time 8 hour. The product is C(C)OP(OCC)(=O)COCC(=C)CCl ((2-Chloromethyl-2-propenyloxymethyl)phosphonic acid diethylester). As a reaction SMILES: [CH2:1]([O:3][P:4]([CH2:9][OH:10])(=[O:8])[O:5][CH2:6][CH3:7])[CH3:2].[Cl:11][CH2:12][C:13]([CH2:15]Cl)=[CH2:14].[I+].C([N+](CCCC)(CCCC)CCCC)CCC.[Cl-].[NH4+]>O1CCCC1.[H-].[Na+]>[CH2:1]([O:3][P:4]([CH2:9][O:10][CH2:15][C:13]([CH2:12][Cl:11])=[CH2:14])(=[O:8])[O:5][CH2:6][CH3:7])[CH3:2] |f:2.3,4.5,7.8,^3:16|. Procedure: To a mixture of hydroxymethylphosphonic acid diethylester (0.84 g, 5 mmol), 1-chloro-2-chloromethyl-2-propene (0.95 g, 7.6 mmol) and tetrabutylammonium iodine (0.18 g, 0.5 mmol) in anhydrous tetrahydrofuran (10 ml), sodium hydride is added (0.24 g, 6 mmol 60% in oil) at 0° C. The mixture is stirred overnight at 20° C. The reaction mixture is hydrolyzed with a saturated solution of ammonium chloride, extracted with ethyl acetate and the title product is obtained by flash chromatography on silica ... The reactants are CCCCP(CCCC)CCCC, Cc1ccccc1, O=C(N=NC(=O)N1CCCCC1)N1CCCCC1, O=C1SC(Cc2ccc(O)cc2)C(=O)N1C(c1ccccc1)(c1ccccc1)c1ccccc1, Cn1c(CCCO)nc2cccnc21. Product: Cn1c(CCCOc2ccc(CC3SC(=O)N(C(c4ccccc4)(c4ccccc4)c4ccccc4)C3=O)cc2)nc2cccnc21. Reaction SMILES: [CH2:49]([P:50]([CH2:51][CH2:52][CH2:53][CH3:54])[CH2:55][CH2:56][CH2:57][CH3:58])[CH2:59][CH2:60][CH3:61].[CH3:80][c:81]1[cH:82][cH:83][cH:84][cH:85][cH:86]1.[N:62]([C:63]([N:64]1[CH2:65][CH2:66][CH2:67][CH2:68][CH2:69]1)=[O:70])=[N:71][C:72]([N:73]1[CH2:74][CH2:75][CH2:76][CH2:77][CH2:78]1)=[O:79].[OH:15][c:16]1[cH:17][cH:18][c:19]([CH2:20][CH:21]2[C:22](=[O:46])[N:23]([C:27]([c:28]3[cH:29][cH:30][cH:31][cH:32][cH:33]3)([c:34]3[cH:35][cH:36][cH:37][cH:38][cH:39]3)[c:40]3[cH:41][cH:42][cH:43][cH:44][cH:45]3)[C:24](=[O:26])[S:25]2)[cH:47][cH:48]1.[OH:1][CH2:2][CH2:3][CH2:4][c:5]1[n:6][c:7]2[c:8]([n:9][cH:10][cH:11][cH:12]2)[n:13]1[CH3:14]>>[O:1]([CH2:2][CH2:3][CH2:4][c:5]1[n:6][c:7]2[c:8]([n:9][cH:10][cH:11][cH:12]2)[n:13]1[CH3:14])[c:16]1[cH:17][cH:18][c:19]([CH2:20][CH:21]2[C:22](=[O:46])[N:23]([C:27]([c:28]3[cH:29][cH:30][cH:31][cH:32][cH:33]3)([c:34]3[cH:35][cH:36][cH:37][cH:38][cH:39]3)[c:40]3[cH:41][cH:42][cH:43][cH:44][cH:45]3)[C:24](=[O:26])[S:25]2)[cH:47][cH:48]1. Reactants: OC1=C(C(N(C2=CC=C(C=C12)C1=CC=CC=C1)C)=O)C(CCC(=O)OC)=O (Methyl 4-(4-hydroxy-1-methyl-2-oxo-6-phenyl-1,2-dihydroquinolin-3-yl)-4-oxobutanoate), C(CCC)[Sn](C1=CC=CC=C1)(CCCC)CCCC (tributyl(phenyl)stannane), OC1=C(C(N(C2=NC=C(C=C12)I)C)=O)C(CCC(=O)OC)=O (methyl 4-(4-hydroxy-6-iodo-1-methyl-2-oxo-1,2-dihydro-1,8-naphthyridin-3-yl)-4-oxobutanoate), C1(=CC=CC=C1)B(O)O (phenyl boronic acid), OC1=C(C(N(C2=NC=C(C=C12)I)C)=O)C(CCC(=O)O)=O (4-(4-Hydroxy-6-iodo-1-methyl-2-oxo-1,2-dihydro-1,8-naphthyridin-3-yl)-4-oxobutanoic acid). The reagents and catalysts are [Pd] (Palladium), [Pd] (Palladium). Product: OC1=C(C(N(C2=NC=C(C=C12)C1=CC=CC=C1)C)=O)C(CCC(=O)O)=O (4-(4-Hydroxy-1-methyl-2-oxo-6-phenyl-1,2-dihydro-1,8-naphthyridin-3-yl)-4-oxobutanoic acid). Reaction SMILES: [OH:1][C:2]1[C:11]2[C:6](=C[CH:8]=[C:9]([C:12]3[CH:17]=[CH:16][CH:15]=[CH:14][CH:13]=3)[CH:10]=2)[N:5]([CH3:18])[C:4](=[O:19])[C:3]=1[C:20](=[O:27])[CH2:21][CH2:22][C:23]([O:25]C)=[O:24].C1(B(O)O)C=CC=CC=1.OC1C2C(=NC=C(I)C=2)[N:41](C)C(=O)C=1C(=O)CCC(O)=O.C([Sn](CCCC)(CCCC)C1C=CC=CC=1)CCC.OC1C2C(=NC=C(I)C=2)N(C)C(=O)C=1C(=O)CCC(OC)=O>[Pd]>[OH:1][C:2]1[C:11]2[C:6](=[N:41][CH:8]=[C:9]([C:12]3[CH:13]=[CH:14][CH:15]=[CH:16][CH:17]=3)[CH:10]=2)[N:5]([CH3:18])[C:4](=[O:19])[C:3]=1[C:20](=[O:27])[CH2:21][CH2:22][C:23]([OH:25])=[O:24]. Reported procedure: Methyl 4-(4-hydroxy-1-methyl-2-oxo-6-phenyl-1,2-dihydroquinolin-3-yl)-4-oxobutanoate. The title compound is prepared by Palladium mediated Suzuki cross coupling reaction of phenyl boronic acid and methyl 4-(4-hydroxy-6-iodo-1-methyl-2-oxo-1,2-dihydro-1,8-naphthyridin-3-yl)-4-oxobutanoate (Method 4) according to the procedure set forth in Miyaura, N.; Suzuki, A. Chem. Rev., 95, 2457-83 (1995). Alternatively, the title compound is prepared by Palladium mediated Stille cross coupling reaction of tr...